This data is from the Open Reaction Database (ORD), a public repository of structured organic reaction records. The task is: describe an organic reaction: reactants, conditions, products, and yield Reactants: B, CSC, CO, ClC(Cl)Cl, CN1CCN(C(=O)c2cnc(S)n2Cc2cc(F)cc(F)c2)CC1. The product is CN1CCN(Cc2cnc(S)n2Cc2cc(F)cc(F)c2)CC1. As a reaction SMILES: [BH3:28].[CH3:25][S:26][CH3:27].[CH3:29][OH:30].[CH:31]([Cl:32])([Cl:33])[Cl:34].[F:1][c:2]1[cH:3][c:4]([CH2:5][n:6]2[c:7]([SH:20])[n:8][cH:9][c:10]2[C:11](=[O:12])[N:13]2[CH2:14][CH2:15][N:16]([CH3:19])[CH2:17][CH2:18]2)[cH:21][c:22]([F:24])[cH:23]1>>[F:1][c:2]1[cH:3][c:4]([CH2:5][n:6]2[c:7]([SH:20])[n:8][cH:9][c:10]2[CH2:11][N:13]2[CH2:14][CH2:15][N:16]([CH3:19])[CH2:17][CH2:18]2)[cH:21][c:22]([F:24])[cH:23]1. The reactants are O=C([O-])[O-], CCOC(=O)N1CCC(=O)CC1, CCOCC, [K+], [K+], CCOC(=O)C=[N+]=[N-]. Product: CCOC(=O)C1CCN(C(=O)OCC)CCC1=O. Reaction SMILES: [C:21](=[O:22])([O-:23])[O-:24].[CH2:9]([CH3:10])[O:11][C:12](=[O:13])[N:14]1[CH2:15][CH2:16][C:17](=[O:20])[CH2:18][CH2:19]1.[CH3:27][CH2:28][O:29][CH2:30][CH3:31].[K+:25].[K+:26].[N+:1](=[N-:2])=[CH:3][C:4](=[O:5])[O:6][CH2:7][CH3:8]>>[CH:3]1([C:4](=[O:5])[O:6][CH2:7][CH3:8])[C:17](=[O:20])[CH2:16][CH2:15][N:14]([C:12]([O:11][CH2:9][CH3:10])=[O:13])[CH2:19][CH2:18]1. Starting materials: CC(=O)c1ccc(O)cc1O, CCO, Nc1ccc(C2=NNC(=O)CC2)cc1. Yields the product CC(=Nc1ccc(C2=NNC(=O)CC2)cc1)c1ccc(O)cc1O. RXN SMILES: [CH3:1][C:2](=[O:3])[c:4]1[cH:5][cH:6][c:7]([OH:8])[cH:9][c:10]1[OH:11].[CH3:26][CH2:27][OH:28].[NH2:12][c:13]1[cH:14][cH:15][c:16]([C:19]2=[N:24][NH:23][C:22](=[O:25])[CH2:21][CH2:20]2)[cH:17][cH:18]1>>[CH3:1][C:2]([c:4]1[cH:5][cH:6][c:7]([OH:8])[cH:9][c:10]1[OH:11])=[N:12][c:13]1[cH:14][cH:15][c:16]([C:19]2=[N:24][NH:23][C:22](=[O:25])[CH2:21][CH2:20]2)[cH:17][cH:18]1. Starting materials: FC(C=1C=C(C=C(C1)C(F)(F)F)C(C(=O)N(C)C=1C=NC(=CC1C1=C(C=CC=C1)C)Cl)(C)C)(F)F (2-[3,5-bis(trifluoromethyl)phenyl]-N-[6-chloro-4-(2-methylphenyl)-3-pyridinyl]-N,2-dimethylpropanamide), C1C2N(CCN1)C(CC2)=O (hexahydropyrrolo[1,2-a]pyrazin-6(2H)-one), C([O-])([O-])=O.[K+].[K+] (potassium carbonate), [NH4+].[Cl-] (NH4Cl). The solvent is CS(=O)C (DMSO). Run at temperature 180 celsius. Yields the product FC(C=1C=C(C=C(C1)C(F)(F)F)C(C(=O)N(C=1C=NC(=CC1C1=C(C=CC=C1)C)N1CC2N(CC1)C(CC2)=O)C)(C)C)(F)F (2-[3,5-Bis(trifluoromethyl)phenyl]-N,2-dimethyl-N-[4-(2-methylphenyl)-6-(6-oxohexahydropyrrolo[1,2-a]pyrazin-2(1H)-yl)-3-pyridinyl]propanamide). Isolated yield 45.2%. As a reaction SMILES: [F:1][C:2]([F:35])([F:34])[C:3]1[CH:4]=[C:5]([C:13]([CH3:33])([CH3:32])[C:14]([N:16]([C:18]2[CH:19]=[N:20][C:21](Cl)=[CH:22][C:23]=2[C:24]2[CH:29]=[CH:28][CH:27]=[CH:26][C:25]=2[CH3:30])[CH3:17])=[O:15])[CH:6]=[C:7]([C:9]([F:12])([F:11])[F:10])[CH:8]=1.[CH2:36]1[NH:41][CH2:40][CH2:39][N:38]2[C:42](=[O:45])[CH2:43][CH2:44][CH:37]12.C(=O)([O-])[O-].[K+].[K+].[NH4+].[Cl-]>CS(C)=O>[F:1][C:2]([F:35])([F:34])[C:3]1[CH:4]=[C:5]([C:13]([CH3:33])([CH3:32])[C:14]([N:16]([CH3:17])[C:18]2[CH:19]=[N:20][C:21]([N:41]3[CH2:40][CH2:39][N:38]4[C:42](=[O:45])[CH2:43][CH2:44][CH:37]4[CH2:36]3)=[CH:22][C:23]=2[C:24]2[CH:29]=[CH:28][CH:27]=[CH:26][C:25]=2[CH3:30])=[O:15])[CH:6]=[C:7]([C:9]([F:12])([F:11])[F:10])[CH:8]=1 |f:2.3.4,5.6|. Procedure: A 8 ml sealed vial was charged with 100 mg (0.161 mmoles) of 2-[3,5-bis(trifluoromethyl)phenyl]-N-[6-chloro-4-(2-methylphenyl)-3-pyridinyl]-N,2-dimethylpropanamide (WO 2005/002577), 67 mg (0.483 mmol) of hexahydropyrrolo[1,2-a]pyrazin-6(2H)-one (WO 2003/066635), 44.5 mg (0.322 mmol) of potassium carbonate; the reagents were dissolved in 0.8 ml of DMSO. The reaction mixture was heated at 180° C. for 36-48 hrs and then added to a saturated NH4Cl solution and back extracted with DCM; the crude mate... The reactants are C(C1=CC=CC=C1)(C1=CC=CC=C1)(C1=CC=CC=C1)NC=1SC=C(N1)/C(/C(=O)NC1[C@@H]2N(C(=C(CS2)C=P(C2=CC=CC=C2)(C2=CC=CC=C2)C2=CC=CC=C2)C(=O)OCC2=CC=C(C=C2)OC)C1=O)=N/OC (4-methoxyphenylmethyl 7-[(Z)-2-(2-tritylaminothiazol-4-yl)-2-methoxyiminoacetamido]-3-(triphenylphosphoranylidene)methyl- 3-cephem-4-carboxylate), [Si](C)(C)(C(C)(C)C)OCC=O (t-butyldimethylsilyloxyacetaldehyde). Solvent: ClCCl (dichloromethane), CCCCCC (n-hexane), C(C)(=O)OCC (ethyl acetate). The product is C(C1=CC=CC=C1)(C1=CC=CC=C1)(C1=CC=CC=C1)NC=1SC=C(N1)/C(/C(=O)NC1[C@@H]2N(C(=C(CS2)\C=C/CO[Si](C)(C)C(C)(C)C)C(=O)OCC2=CC=C(C=C2)OC)C1=O)=N/OC (4-Methoxyphenylmethyl 7-[(Z)-2-(2-tritylaminothiazol-4-yl)-2-methoxyiminoacetamido]-3-[(Z)-3-tert-butyldimethylsilyloxy-1-propenyl]-3-cephem-4-carboxylate). Isolated yield 45.8%. As a reaction SMILES: [C:1]([NH:20][C:21]1[S:22][CH:23]=[C:24](/[C:26](=[N:71]/[O:72][CH3:73])/[C:27]([NH:29][CH:30]2[C:69](=[O:70])[N:32]3[C:33]([C:57]([O:59][CH2:60][C:61]4[CH:66]=[CH:65][C:64]([O:67][CH3:68])=[CH:63][CH:62]=4)=[O:58])=[C:34]([CH:37]=P(C4C=CC=CC=4)(C4C=CC=CC=4)C4C=CC=CC=4)[CH2:35][S:36][C@H:31]23)=[O:28])[N:25]=1)([C:14]1[CH:19]=[CH:18][CH:17]=[CH:16][CH:15]=1)([C:8]1[CH:13]=[CH:12][CH:11]=[CH:10][CH:9]=1)[C:2]1[CH:7]=[CH:6][CH:5]=[CH:4][CH:3]=1.[Si:74]([O:81][CH2:82][CH:83]=O)([C:77]([CH3:80])([CH3:79])[CH3:78])([CH3:76])[CH3:75]>ClCCl.CCCCCC.C(OCC)(=O)C>[C:1]([NH:20][C:21]1[S:22][CH:23]=[C:24](/[C:26](=[N:71]/[O:72][CH3:73])/[C:27]([NH:29][CH:30]2[C:69](=[O:70])[N:32]3[C:33]([C:57]([O:59][CH2:60][C:61]4[CH:66]=[CH:65][C:64]([O:67][CH3:68])=[CH:63][CH:62]=4)=[O:58])=[C:34](/[CH:37]=[CH:83]\[CH2:82][O:81][Si:74]([C:77]([CH3:78])([CH3:79])[CH3:80])([CH3:75])[CH3:76])[CH2:35][S:36][C@H:31]23)=[O:28])[N:25]=1)([C:14]1[CH:19]=[CH:18][CH:17]=[CH:16][CH:15]=1)([C:2]1[CH:3]=[CH:4][CH:5]=[CH:6][CH:7]=1)[C:8]1[CH:13]=[CH:12][CH:11]=[CH:10][CH:9]=1. Reported procedure: A solution of 4-methoxyphenylmethyl 7-[(Z)-2-(2-tritylaminothiazol-4-yl)-2-methoxyiminoacetamido]-3-(triphenylphosphoranylidene)methyl- 3-cephem-4-carboxylate (10.5 g; 10.30 mmol) and t-butyldimethylsilyloxyacetaldehyde (2.58 g; 14.83 mmol) in dichloromethane (100 ml) was stirred at room temperature for 16 hours. After the solvent was distilled off under reduced pressure, the residue was purified by chromatography on a silica gel column (n-hexane:ethyl acetate=2.5:1) whereby the title compound (... Reactants: [Li]CCCC, O=C(NC1CC(=O)c2ccccc2C1)OCc1ccccc1, CCCCCC, CCOCC, CC#N, Cl, C1CCOC1. The product is N#CCC1(O)CC(NC(=O)OCc2ccccc2)Cc2ccccc21. RXN SMILES: [CH2:1]([Li:2])[CH2:3][CH2:4][CH3:5].[CH2:9]([c:10]1[cH:11][cH:12][cH:13][cH:14][cH:15]1)[O:16][C:17](=[O:18])[NH:19][CH:20]1[CH2:21][C:22](=[O:30])[c:23]2[cH:24][cH:25][cH:26][cH:27][c:28]2[CH2:29]1.[CH3:32][CH2:33][CH2:34][CH2:35][CH2:36][CH3:37].[CH3:43][CH2:44][O:45][CH2:46][CH3:47].[CH3:6][C:7]#[N:8].[ClH:31].[O:38]1[CH2:39][CH2:40][CH2:41][CH2:42]1>>[CH2:6]([C:7]#[N:8])[C:22]1([OH:30])[CH2:21][CH:20]([NH:19][C:17]([O:16][CH2:9][c:10]2[cH:11][cH:12][cH:13][cH:14][cH:15]2)=[O:18])[CH2:29][c:28]2[c:23]1[cH:24][cH:25][cH:26][cH:27]2. Starting materials: [Al+3], C1CCOC1, [H-], [H-], [H-], [H-], [Li+], [Na+], [OH-], O, COc1ccc2c(-c3ccoc3)cc(=O)[nH]c2c1. Yields the product COc1ccc2c(-c3ccoc3)ccnc2c1. As a reaction SMILES: [Al+3:20].[CH2:28]1[O:29][CH2:30][CH2:31][CH2:32]1.[H-:19].[H-:22].[H-:23].[H-:24].[Li+:21].[Na+:27].[OH-:26].[OH2:25].[o:1]1[cH:2][c:3](-[c:6]2[cH:7][c:8](=[O:18])[nH:9][c:10]3[cH:11][c:12]([O:16][CH3:17])[cH:13][cH:14][c:15]23)[cH:4][cH:5]1>>[o:1]1[cH:2][c:3](-[c:6]2[cH:7][cH:8][n:9][c:10]3[cH:11][c:12]([O:16][CH3:17])[cH:13][cH:14][c:15]23)[cH:4][cH:5]1. Starting materials: O (water), aqueous solution, [OH-].[Li+] (lithium hydroxide), C(C#CC)OC1=CC=C(C(=O)NC[C@@H](C(=O)OC)N2CCN(CC2)S(=O)(=O)C2=CC=C(C=C2)C)C=C1 (methyl (S)-3-(4-but-2-ynyloxybenzoylamino)-2-[4-(toluene-4-sulphonyl)piperazin-1-yl]propanoate). The solvent is O1CCCC1 (tetrahydrofuran). Run at time 20 hour. Yields the product C(C#CC)OC1=CC=C(C(=O)NC[C@@H](C(=O)O)N2CCN(CC2)S(=O)(=O)C2=CC=C(C=C2)C)C=C1 ((S)-3-(4-but-2-ynyloxybenzoylamino)-2-[4-(toluene-4-sulphonyl)piperazin-1-yl]propanoic acid). The yield is 100.1%. Reaction SMILES: [OH-].[Li+].[CH2:3]([O:7][C:8]1[CH:38]=[CH:37][C:11]([C:12]([NH:14][CH2:15][C@H:16]([N:21]2[CH2:26][CH2:25][N:24]([S:27]([C:30]3[CH:35]=[CH:34][C:33]([CH3:36])=[CH:32][CH:31]=3)(=[O:29])=[O:28])[CH2:23][CH2:22]2)[C:17]([O:19]C)=[O:18])=[O:13])=[CH:10][CH:9]=1)[C:4]#[C:5][CH3:6].O>O1CCCC1>[CH2:3]([O:7][C:8]1[CH:38]=[CH:37][C:11]([C:12]([NH:14][CH2:15][C@H:16]([N:21]2[CH2:22][CH2:23][N:24]([S:27]([C:30]3[CH:35]=[CH:34][C:33]([CH3:36])=[CH:32][CH:31]=3)(=[O:29])=[O:28])[CH2:25][CH2:26]2)[C:17]([OH:19])=[O:18])=[O:13])=[CH:10][CH:9]=1)[C:4]#[C:5][CH3:6] |f:0.1|. Procedure: 1.6 ml (1.6 mmol) of a 1M aqueous solution of lithium hydroxide are added to a solution of 400 mg (0.8 mmol) of methyl (S)-3-(4-but-2-ynyloxybenzoylamino)-2-[4-(toluene-4-sulphonyl)piperazin-1-yl]propanoate in 5 ml of tetrahydrofuran and the medium is stirred at ambient temperature for 20 h. After addition of water and of acetic acid up to a pH of 4, the reaction medium is extracted with ethyl acetate. The organic phase is dried over sodium sulphate then filtered and concentrated under vacuum. 4... The reagents and catalysts are C=1C=CC(=CC1)[P](C=2C=CC=CC2)(C=3C=CC=CC3)[Pd]([P](C=4C=CC=CC4)(C=5C=CC=CC5)C=6C=CC=CC6)([P](C=7C=CC=CC7)(C=8C=CC=CC8)C=9C=CC=CC9)[P](C=1C=CC=CC1)(C=1C=CC=CC1)C=1C=CC=CC1 (tetrakis(triphenylphosphine)palladium), [Cu]I (copper (I) iodide). Run in C(C)#N (acetonitrile). Reactants: BrC1=CC=C(C=C1)CCC1=COC2=C1C(=CC=C2)O (3-[2-(4-bromophenyl)ethyl]-4-hydroxybenzofuran), [C-]#N.[Na+] (sodium cyanide), O (water). Product: C(#N)C1=CC=C(C=C1)CCC1=COC2=C1C(=CC=C2)O (3-[2-(4-cyanophenyl)ethyl]-4-hydroxybenzofuran). Procedure: A suspension of 3-[2-(4-bromophenyl)ethyl]-4-hydroxybenzofuran (0.5 g), sodium cyanide (0.23 g), tetrakis(triphenylphosphine)palladium (0) (91 mg) and copper (I) iodide (30 mg) in acetonitrile (5 mL) was heated for reflux for three days. To the reaction mixture was added water, and the resulting mixture was extracted with ethyl acetate. The extract was washed with water and brine, and dried over anhydrous sodium sulfate. The solvent was removed under reduced pressure, and the residue was purifie... RXN SMILES: Br[C:2]1[CH:7]=[CH:6][C:5]([CH2:8][CH2:9][C:10]2[C:14]3[C:15]([OH:19])=[CH:16][CH:17]=[CH:18][C:13]=3[O:12][CH:11]=2)=[CH:4][CH:3]=1.[C-:20]#[N:21].[Na+].O>C(#N)C.C1C=CC([P]([Pd]([P](C2C=CC=CC=2)(C2C=CC=CC=2)C2C=CC=CC=2)([P](C2C=CC=CC=2)(C2C=CC=CC=2)C2C=CC=CC=2)[P](C2C=CC=CC=2)(C2C=CC=CC=2)C2C=CC=CC=2)(C2C=CC=CC=2)C2C=CC=CC=2)=CC=1.[Cu]I>[C:20]([C:2]1[CH:7]=[CH:6][C:5]([CH2:8][CH2:9][C:10]2[C:14]3[C:15]([OH:19])=[CH:16][CH:17]=[CH:18][C:13]=3[O:12][CH:11]=2)=[CH:4][CH:3]=1)#[N:21] |f:1.2,^1:30,32,51,70|. Isolated yield 33.7%. Reactants: [Cl-].N(N)C(C[N+]1=CC=CC=C1)=O (1-(2-hydrazino-2-oxoethyl)pyridinium chloride), C1=CC=C(C=C1)/C=C/C=O (trans cinnamic aldehyde). The solvent is C(C)O (ethanol). The product is [Cl-].O=C(C[N+]1=CC=CC=C1)N/N=C/C=C/C1=CC=CC=C1 (1-(2-oxo-2-{(2E)-2-[(2E)-3-phenyl-2-propenylidene]hydrazino}ethyl)-pyridinium chloride). Yield: 21.1%. RXN SMILES: [Cl-:1].[NH:2]([C:4](=[O:12])[CH2:5][N+:6]1[CH:11]=[CH:10][CH:9]=[CH:8][CH:7]=1)[NH2:3].[CH:13]1[CH:18]=[CH:17][C:16](/[CH:19]=[CH:20]/[CH:21]=O)=[CH:15][CH:14]=1>C(O)C>[Cl-:1].[O:12]=[C:4]([NH:2]/[N:3]=[CH:21]/[CH:20]=[CH:19]/[C:16]1[CH:17]=[CH:18][CH:13]=[CH:14][CH:15]=1)[CH2:5][N+:6]1[CH:7]=[CH:8][CH:9]=[CH:10][CH:11]=1 |f:0.1,4.5|. Reported procedure: A mixture of 4a (1.5 g, 8.0 mmol) and trans cinnamic aldehyde (1.6 g, 12.0 mmol) in ethanol (20 ml) was heated under reflux for 3 h. After cooling to room temperature, the mixture was filtered, and the residue dried under vacuum (0.6 mbar) to give 0.51 g (21%) of a pale-yellow solid consisting of two isomers with respect to the amide bond conformation (E:Z ca. 3:1).